Dataset: the Open Reaction Database (ORD), a public repository of structured organic reaction records. Task: describe an organic reaction: reactants, conditions, products, and yield Starting materials: CCO, CCOC(=O)CCCCOc1cccc(OCc2ccccc2)c1C=O, [K+], [OH-]. Product: O=Cc1c(OCCCCC(=O)O)cccc1OCc1ccccc1. Reaction SMILES: [CH3:29][CH2:30][OH:31].[CH:1](=[O:2])[c:3]1[c:4]([O:5][CH2:6][CH2:7][CH2:8][CH2:9][C:10](=[O:11])[O:12][CH2:13][CH3:14])[cH:15][cH:16][cH:17][c:18]1[O:19][CH2:20][c:21]1[cH:22][cH:23][cH:24][cH:25][cH:26]1.[K+:28].[OH-:27]>>[CH:1](=[O:2])[c:3]1[c:4]([O:5][CH2:6][CH2:7][CH2:8][CH2:9][C:10](=[O:11])[OH:12])[cH:15][cH:16][cH:17][c:18]1[O:19][CH2:20][c:21]1[cH:22][cH:23][cH:24][cH:25][cH:26]1. Starting materials: O (H2O), BrCC(=O)O (2-bromoacetic acid), [H-].[Na+] (sodium hydride), C(#N)C1=CC=C(CN2C=NC=C2CO)C=C1 (1-(4-cyanobenzyl)-5-(hydroxymethyl)imidazole). Solvent: CCOC(=O)C (EtOAc), C1CCOC1 (THF). The product is C(#N)C1=CC=C(CN2C=NC=C2COCC(=O)O)C=C1 (2-{1-(4-Cyanobenzyl)imidazol-5-ylmethoxy} acetic acid). RXN SMILES: Br[CH2:2][C:3]([OH:5])=[O:4].[H-].[Na+].[C:8]([C:10]1[CH:23]=[CH:22][C:13]([CH2:14][N:15]2[C:19]([CH2:20][OH:21])=[CH:18][N:17]=[CH:16]2)=[CH:12][CH:11]=1)#[N:9].O>C1COCC1.CCOC(C)=O>[C:8]([C:10]1[CH:23]=[CH:22][C:13]([CH2:14][N:15]2[C:19]([CH2:20][O:21][CH2:2][C:3]([OH:5])=[O:4])=[CH:18][N:17]=[CH:16]2)=[CH:12][CH:11]=1)#[N:9] |f:1.2|. Reported procedure: A solution of 2-bromoacetic acid in THF at room temperature is treated with excess sodium hydride for 15 minutes. To this mixture is added 1-(4-cyanobenzyl)-5-(hydroxymethyl)imidazole (Example 1) and the mixture is then heated. Upon cooling, the mixture is poured into H2O and EtOAc, extracted with EtOAc (3×), washed with brine, dried (MgSO4), filtered and evaporated to give the desired compound. Reactants: C(C)(C)(C)OC(=O)N1CCC2=CC=C(C(=C12)C)N=C=S (1-t-butoxycarbonyl-2,3-dihydro-6-isothiocyanato-7-methylindole), C(CN)N (ethylenediamine). Run in C(Cl)Cl (methylene chloride), C(Cl)Cl (methylene chloride). Conditions: time 30 minute. The product is NCCNC(NC1=CC=C2CCN(C2=C1C)C(=O)OC(C)(C)C)=S (6-[N'-(2-aminoethyl)thioureido]-1-t-butoxycarbonyl-2,3-dihydro-7-methylindole). Yield: 101.1%. RXN SMILES: [C:1]([O:5][C:6]([N:8]1[C:16]2[C:11](=[CH:12][CH:13]=[C:14]([N:18]=[C:19]=[S:20])[C:15]=2[CH3:17])[CH2:10][CH2:9]1)=[O:7])([CH3:4])([CH3:3])[CH3:2].[CH2:21]([NH2:24])[CH2:22][NH2:23]>C(Cl)Cl>[NH2:23][CH2:22][CH2:21][NH:24][C:19](=[S:20])[NH:18][C:14]1[C:15]([CH3:17])=[C:16]2[C:11]([CH2:10][CH2:9][N:8]2[C:6]([O:5][C:1]([CH3:4])([CH3:2])[CH3:3])=[O:7])=[CH:12][CH:13]=1. Procedure details: A solution of the above crude 1-t-butoxycarbonyl-2,3-dihydro-6-isothiocyanato-7-methylindole (0.59 g) in methylene chloride (10 mL) is slowly added to a solution of ethylenediamine (0.60 g, 10 mmol) in methylene chloride (10 mL). After 30 minutes, the solution is washed with four 50-mL portions of aqueous potassium carbonate, dried over anhydrous potassium carbonate, filtered and rotary evaporated to yield 6-[N'-(2-aminoethyl)thioureido]-1-t-butoxycarbonyl-2,3-dihydro-7-methylindole as an amber ... Starting materials: [BH4-], ClCCl, CO, Cc1ccccc1CC(=O)c1ccc(C(=O)N2CCCC(CC(=O)N3CCN(C)CC3)c3cc(Cl)ccc32)cc1, [Na+]. The product is Cc1ccccc1CC(O)c1ccc(C(=O)N2CCCC(CC(=O)N3CCN(C)CC3)c3cc(Cl)ccc32)cc1. RXN SMILES: [BH4-:41].[CH2:43]([Cl:44])[Cl:45].[CH3:46][OH:47].[Cl:1][c:2]1[cH:3][cH:4][c:5]2[c:6]([cH:40]1)[CH:7]([CH2:30][C:31](=[O:32])[N:33]1[CH2:34][CH2:35][N:36]([CH3:39])[CH2:37][CH2:38]1)[CH2:8][CH2:9][CH2:10][N:11]2[C:12]([c:13]1[cH:14][cH:15][c:16]([C:19]([CH2:20][c:21]2[c:22]([CH3:27])[cH:23][cH:24][cH:25][cH:26]2)=[O:28])[cH:17][cH:18]1)=[O:29].[Na+:42]>>[Cl:1][c:2]1[cH:3][cH:4][c:5]2[c:6]([cH:40]1)[CH:7]([CH2:30][C:31](=[O:32])[N:33]1[CH2:34][CH2:35][N:36]([CH3:39])[CH2:37][CH2:38]1)[CH2:8][CH2:9][CH2:10][N:11]2[C:12]([c:13]1[cH:14][cH:15][c:16]([CH:19]([CH2:20][c:21]2[c:22]([CH3:27])[cH:23][cH:24][cH:25][cH:26]2)[OH:28])[cH:17][cH:18]1)=[O:29].